From a dataset of the Open Reaction Database (ORD), a public repository of structured organic reaction records. describe an organic reaction: reactants, conditions, products, and yield The reactants are O.O.Cl.[Cl-].NC1[C@@H]2N(C(=C(CS2)C[N+]2=CC=CC=C2)C(=O)O)C1=O (1-[(7-amino-4-carboxy-3-cephem-3-yl)methyl]pyridinium chloride hydrochloride dihydrate), C([O-])(O)=O.[Na+] (sodium bicarbonate), C([O-])([O-])=O.[Na+].[Na+] (sodium carbonate), P(=O)(Cl)(Cl)Cl (phosphorus oxychloride), aqueous solution, CSCON=C(C(=O)O)C=1N=C(SC1)NC=O (2-Methylthiomethoxyimino-2-(2-formamidothiazol-4-yl) acetic acid), C[N+](=CCl)C.[Cl-] (Vilsmeier reagent). Solvent: O (water), CC(=O)C (acetone), C(C)(=O)OCC (ethyl acetate), CN(C=O)C (dimethylformamide), C(C)(=O)OCC (ethyl acetate), O (Water), O1CCCC1 (tetrahydrofuran). Run at time 30 minute. The product is C[N+](=CCl)C.[Cl-] (Vilsmeier reagent), CSCON=C(C(=O)NC1[C@@H]2N(C(=C(CS2)C[N+]2=CC=CC=C2)C(=O)[O-])C1=O)C=1N=C(SC1)NC=O (7-[2-methylthiomethoxyimino-2-(2-formamidothiazol-4-yl)acetamido]-3-(1-pyridiniomethyl)-3-cephem-4-carboxylate). RXN SMILES: P(Cl)(Cl)([Cl:3])=O.[CH3:6][S:7][CH2:8][O:9][N:10]=[C:11]([C:15]1[N:16]=[C:17]([NH:20][CH:21]=[O:22])[S:18][CH:19]=1)[C:12]([OH:14])=O.[CH3:23][N+:24]([CH3:27])=[CH:25][Cl:26].[Cl-].O.O.Cl.[Cl-].[NH2:33][CH:34]1[C:51](=[O:52])[N:36]2[C:37]([C:48]([OH:50])=[O:49])=[C:38]([CH2:41][N+:42]3[CH:47]=[CH:46][CH:45]=[CH:44][CH:43]=3)[CH2:39][S:40][C@H:35]12.C(=O)(O)[O-].[Na+].C(=O)([O-])[O-].[Na+].[Na+]>C(OCC)(=O)C.O1CCCC1.O.CC(C)=O.CN(C)C=O>[CH3:23][N+:24]([CH3:27])=[CH:25][Cl:26].[Cl-:3].[CH3:6][S:7][CH2:8][O:9][N:10]=[C:11]([C:15]1[N:16]=[C:17]([NH:20][CH:21]=[O:22])[S:18][CH:19]=1)[C:12]([NH:33][CH:34]1[C:51](=[O:52])[N:36]2[C:37]([C:48]([O-:50])=[O:49])=[C:38]([CH2:41][N+:42]3[CH:43]=[CH:44][CH:45]=[CH:46][CH:47]=3)[CH2:39][S:40][C@H:35]12)=[O:14] |f:2.3,4.5.6.7.8,9.10,11.12.13,19.20|. Procedure: Vilsmeier reagent was prepared from phosphorus oxychloride (2.0 g) and dimethylformamide (0.95 g) in ethyl acetate (2.8 ml) in a usual manner. 2-Methylthiomethoxyimino-2-(2-formamidothiazol-4-yl) acetic acid (syn isomer) (3.0 g) was added to the stirred suspension of Vilsmeier reagent in tetrahydrofuran (30 ml) under ice cooling, and stirred for 30 minutes at the same temperature to produce an activated acid solution. On the other hand, 1-[(7-amino-4-carboxy-3-cephem-3-yl)methyl]pyridinium chlor...